This data is from the Open Reaction Database (ORD), a public repository of structured organic reaction records. The task is: describe an organic reaction: reactants, conditions, products, and yield Reactants: ClCC(CN(CC(=O)O)CC(CCl)O)O.[Na] (sodium N,N-bis(3-chloro-2-hydroxypropyl)glycine), aqueous solution, [OH-].[Na+] (sodium hydroxide). Run in O (water). Conditions: time 30 minute. Yields the product O1C(CN(CC(=O)O)CC2CO2)C1 (N,N-bis(2,3-epoxypropyl)glycine). Yield: 83.9%. As a reaction SMILES: Cl[CH2:2][CH:3]([OH:15])[CH2:4][N:5]([CH2:10][CH:11]([OH:14])[CH2:12]Cl)[CH2:6][C:7]([OH:9])=[O:8].[Na].[OH-].[Na+]>O>[O:14]1[CH2:12][CH:11]1[CH2:10][N:5]([CH2:4][CH:3]1[O:15][CH2:2]1)[CH2:6][C:7]([OH:9])=[O:8] |f:0.1,2.3,^1:15|. Procedure: A reactor was charged with 20 g (0.07 mole) of sodium N,N-bis(3-chloro-2-hydroxypropyl)glycine obtained in the same manner as in Referential Example 1 and 100 g of water, and the contents were kept at 50° C., to which 35 ml of a 4N aqueous solution of sodium hydroxide were added. After the mixture was stirred for 30 minutes, the solvent was distilled off under reduced pressure, and 100 ml of ethanol were added to the residue to separate insoluble matter by filtration. Thereafter, ethanol was dis... Reactants: ClC1=CC=C(C2=CC=CC=C2C2=NC3=CC=C(C=C3C=C2)C(=O)O)C=C1 (2-(4′-Chloro-biphen-2-yl)-quinoline-6-carboxylic acid), C(C)OC(C1=CC(=C(C=C1)NC1CCCCC1)NC(=O)C=1C=C2C=CC(=NC2=CC1)C1=CC(=CC=C1C1=CC=C(C=C1)Cl)C(=O)N1CCCC1)=O (3-({2-[4′-Chloro-4-(pyrrolidine-1-carbonyl)-biphen-2-yl]-quinoline-6-carbonyl}-amino)-4-cyclohexylamino-benzoic acid ethyl ester). The product is ClC1=CC=C(C2=CC=CC=C2C2=NC3=CC=C(C=C3C=C2)C2=NC3=C(N2)C=CC(=C3)C(=O)O)C=C1 (2-[2-(4′-Chloro-biphen-2-yl)-quinolin-6-yl]-1H-benzoimidazole-5-carboxylic acid). RXN SMILES: [Cl:1][C:2]1[CH:26]=[CH:25][C:5]([C:6]2[C:11]([C:12]3[CH:21]=[CH:20][C:19]4[C:14](=[CH:15][CH:16]=[C:17](C(O)=O)[CH:18]=4)[N:13]=3)=[CH:10][CH:9]=[CH:8][CH:7]=2)=[CH:4][CH:3]=1.C([O:29][C:30](=[O:77])[C:31]1[CH:36]=[CH:35][C:34]([NH:37]C2CCCCC2)=[C:33]([NH:44][C:45](C2C=C3C(=CC=2)N=C(C2C(C4C=CC(Cl)=CC=4)=CC=C(C(N4CCCC4)=O)C=2)C=C3)=O)[CH:32]=1)C>>[Cl:1][C:2]1[CH:3]=[CH:4][C:5]([C:6]2[C:11]([C:12]3[CH:21]=[CH:20][C:19]4[C:14](=[CH:15][CH:16]=[C:17]([C:45]5[NH:37][C:34]6[CH:35]=[CH:36][C:31]([C:30]([OH:29])=[O:77])=[CH:32][C:33]=6[N:44]=5)[CH:18]=4)[N:13]=3)=[CH:10][CH:9]=[CH:8][CH:7]=2)=[CH:25][CH:26]=1. Procedure: The title compound was synthesized from Compound 353b in two steps as described for Compound 25 and 27 Q=ethyl, respectively.